Dataset: the Open Reaction Database (ORD), a public repository of structured organic reaction records. Task: describe an organic reaction: reactants, conditions, products, and yield As a reaction SMILES: [Br:1][c:2]1[cH:3][c:4]([CH2:5][Br:6])[cH:7][cH:8][cH:9]1.[CH3:10][S:11](=[O:12])[O-:13].[CH3:15][N:16]([CH3:17])[CH:18]=[O:19].[Na+:14]>>[Br:1][c:2]1[cH:3][c:4]([CH2:5][S:11]([CH3:10])(=[O:12])=[O:13])[cH:7][cH:8][cH:9]1. The reactants are BrCc1cccc(Br)c1, CS(=O)[O-], CN(C)C=O, [Na+]. Yields the product CS(=O)(=O)Cc1cccc(Br)c1. The reactants are C(C)(=O)OCC (ethyl acetate), CN(CCOC=1C=C(C#N)C=CC1)C (3-(2-Dimethylamino-ethoxy)-benzonitrile), solution, [H-].[Al+3].[Li+].[H-].[H-].[H-] (lithium aluminium hydride). Run in C1CCOC1 (THF), C1CCOC1 (THF). Reaction conditions: temperature 2.5 celsius, time 4 hour. The product is NCC=1C=C(OCCN(C)C)C=CC1 (2(3-Aminomethyl-phenoxy)-ethyl-dimethyl-amine). As a reaction SMILES: [CH3:1][N:2]([CH3:14])[CH2:3][CH2:4][O:5][C:6]1[CH:7]=[C:8]([CH:11]=[CH:12][CH:13]=1)[C:9]#[N:10].[H-].[Al+3].[Li+].[H-].[H-].[H-].C(OCC)(=O)C>C1COCC1>[NH2:10][CH2:9][C:8]1[CH:7]=[C:6]([CH:13]=[CH:12][CH:11]=1)[O:5][CH2:4][CH2:3][N:2]([CH3:1])[CH3:14] |f:1.2.3.4.5.6|. Reported procedure: 3-(2-Dimethylamino-ethoxy)-benzonitrile (0.8 g, 1 eq, 4.1 mmol) was dissolved in THF (80 mL) and cooled down to 0-5° C. A 1.0 M solution of lithium aluminium hydride in THF (0.47 g, 3.0 eq, 12.3 mmol) was added at 0-5° C. The reaction mixture was allowed to warm to RT and was stirred for 4 hrs. After completion of the reaction (confirmed by TLC), ethyl acetate at 0-5° C. was slowly added to quench any excess of lithium aluminium hydride in the reaction mixture, followed by addition of saturated ... The reactants are FC(CNC(=O)C1(C2=CC=CC=C2C=2C=CC=CC12)CCCCN1CCN(CC1)C1=NC2=C(C=CC=C2C=C1)Br)(F)F (9-{4-[4-(8-bromo-quinolin-2-yl)-piperazin-1-yl]-butyl}-9H-fluorene-9-carboxylic acid-(2,2,2-trifluoro-ethyl)-amide), C1(=CC=CC=C1)OB(O)O (phenylboric acid), tetrakis triphenyl palladium, C([O-])([O-])=O.[Na+].[Na+] (sodium carbonate). Solvent: C1(=CC=CC=C1)C (toluene). Product: FC(CNC(=O)C1(C2=CC=CC=C2C=2C=CC=CC12)CCCCN1CCN(CC1)C1=NC2=C(C=CC=C2C=C1)C1=CC=CC=C1)(F)F (9-{4-[4-(8-phenyl-quinolin-2-yl)-piperazin-1-yl]-butyl}-9H-fluorene-9-carboxylic acid-(2,2,2-trifluoro-ethyl)-amide). RXN SMILES: [F:1][C:2]([F:42])([F:41])[CH2:3][NH:4][C:5]([C:7]1([CH2:20][CH2:21][CH2:22][CH2:23][N:24]2[CH2:29][CH2:28][N:27]([C:30]3[CH:39]=[CH:38][C:37]4[C:32](=[C:33](Br)[CH:34]=[CH:35][CH:36]=4)[N:31]=3)[CH2:26][CH2:25]2)[C:19]2[CH:18]=[CH:17][CH:16]=[CH:15][C:14]=2[C:13]2[C:8]1=[CH:9][CH:10]=[CH:11][CH:12]=2)=[O:6].[C:43]1(OB(O)O)[CH:48]=[CH:47][CH:46]=[CH:45][CH:44]=1.C(=O)([O-])[O-].[Na+].[Na+]>C1(C)C=CC=CC=1>[F:1][C:2]([F:42])([F:41])[CH2:3][NH:4][C:5]([C:7]1([CH2:20][CH2:21][CH2:22][CH2:23][N:24]2[CH2:29][CH2:28][N:27]([C:30]3[CH:39]=[CH:38][C:37]4[C:32](=[C:33]([C:43]5[CH:48]=[CH:47][CH:46]=[CH:45][CH:44]=5)[CH:34]=[CH:35][CH:36]=4)[N:31]=3)[CH2:26][CH2:25]2)[C:19]2[CH:18]=[CH:17][CH:16]=[CH:15][C:14]=2[C:13]2[C:8]1=[CH:9][CH:10]=[CH:11][CH:12]=2)=[O:6] |f:2.3.4|. Procedure details: A reaction mixture of 0.2 g (0.314 mmol) of 9-{4-[4-(8-bromo-quinolin-2-yl)-piperazin-1-yl]-butyl}-9H-fluorene-9-carboxylic acid-(2,2,2-trifluoro-ethyl)-amide, 0.033 g (0.267 mmol) of phenylboric acid, 0.018 g (0.016 mmol) of tetrakis triphenyl palladium and 0.2 ml of a 2 M sodium carbonate solution in 3 ml of toluene is refluxed for 20 hours under nitrogen. The solvent is distilled off. The residue is purified by column chromatography on silica gel (eluant: cyclohexane/ethyl acetate=3:2). Reactants: COC1=CC=C(C(C(C(=O)[O-])C(=O)C)C(C(=O)OCC)C(=O)C)C=C1 (ethyl 2,2'-(4-methoxybenzal)-bis-acetoacetate), C(C)O (ethanol), [OH-].[Na+] (sodium hydroxide), COC1=CC=C(C(C(C(=O)[O-])C(=O)C)C(C(=O)OCC)C(=O)C)C=C1 (ethyl 2,2'-(4-methoxybenzal)-bis-acetoacetate). Run in O (Water). Product: COC1=CC=C(C=C1)C(CC(=O)O)CC(=O)O (3-(4-methoxyphenyl)glutaric acid). Yield: 16.1%. As a reaction SMILES: [CH3:1][O:2][C:3]1[CH:25]=[CH:24][C:6]([CH:7]([CH:15](C(C)=O)[C:16]([O:18]CC)=[O:17])[CH:8](C(C)=O)[C:9]([O-:11])=[O:10])=[CH:5][CH:4]=1.C(O)C.[OH-].[Na+]>O>[CH3:1][O:2][C:3]1[CH:4]=[CH:5][C:6]([CH:7]([CH2:15][C:16]([OH:18])=[O:17])[CH2:8][C:9]([OH:11])=[O:10])=[CH:24][CH:25]=1 |f:2.3|. Reported procedure: A mixture of ethyl 2,2'-(4-methoxybenzal)-bis-acetoacetate (30 g), ethanol (450 ml) and 50% sodium hydroxide (450 g) is refluxed vigorously for 1.0 hour. Water (150 ml) is added and most of the ethanol is removed by distillation in vacuo. The concentrate is acidified with concentrated hydrochloric acid and is extracted with ethyl acetate. The ethyl acetate solution is washed with brine, dried, evaporated and the residue is crystallized from benzene-methanol to afford 3.3 g of 3-(4-methoxyphenyl)... Product: O.O.P(=O)([O-])([O-])[O-].[Ca+2].[Ca+2] (dicalcium phosphate dihydrate). The reactants are lime, P(O)(O)(O)=O (phosphoric acid), lime, [Ca] (calcium). Procedure: A process for producing crystalline platelets of anhydrous dicalcium phosphate which comprises adding an aqueous solution of phosphoric acid to an aqueous slurry of lime particles in proportions to provide a final pH below 5 and a calcium to PO4 ratio of about 1:1 and at a rate sufficient to enable a substantially complete reaction of said acid and lime particles while maintaining the temperature sufficiently low to form a slurry of dicalcium phosphate dihydrate particles and then heating said l... As a reaction SMILES: [P:1](=[O:5])([OH:4])([OH:3])[OH:2].[Ca:6]>>[OH2:2].[OH2:2].[P:1]([O-:5])([O-:4])([O-:3])=[O:2].[Ca+2:6].[Ca+2:6] |f:2.3.4.5.6|. Starting materials: Cl, [I-], I, [K+], [NH4+], [OH-], O, O=C(c1ccccc1)c1ccc(O)cc1. The product is O=C(c1ccccc1)c1ccc(O)c(I)c1. As a reaction SMILES: [ClH:19].[I-:17].[I:18].[K+:16].[NH4+:20].[OH-:21].[OH2:22].[OH:1][c:2]1[cH:3][cH:4][c:5]([C:8](=[O:9])[c:10]2[cH:11][cH:12][cH:13][cH:14][cH:15]2)[cH:6][cH:7]1>>[OH:1][c:2]1[cH:3][cH:4][c:5]([C:8](=[O:9])[c:10]2[cH:11][cH:12][cH:13][cH:14][cH:15]2)[cH:6][c:7]1[I:17].